This data is from the Open Reaction Database (ORD), a public repository of structured organic reaction records. The task is: describe an organic reaction: reactants, conditions, products, and yield Starting materials: N#Cc1ccc(C(=O)O)cc1, Cl, NC1CCC(CCN2CCC(c3cccc4c3OCO4)CC2)CC1. The product is N#Cc1ccc(C(=O)NC2CCC(CCN3CCC(c4cccc5c4OCO5)CC3)CC2)cc1. As a reaction SMILES: [C:26](#[N:27])[c:28]1[cH:29][cH:30][c:31]([C:32](=[O:33])[OH:34])[cH:35][cH:36]1.[ClH:1].[O:2]1[CH2:3][O:4][c:5]2[c:6]1[cH:7][cH:8][cH:9][c:10]2[CH:11]1[CH2:12][CH2:13][N:14]([CH2:17][CH2:18][CH:19]2[CH2:20][CH2:21][CH:22]([NH2:25])[CH2:23][CH2:24]2)[CH2:15][CH2:16]1>>[O:2]1[CH2:3][O:4][c:5]2[c:6]1[cH:7][cH:8][cH:9][c:10]2[CH:11]1[CH2:12][CH2:13][N:14]([CH2:17][CH2:18][CH:19]2[CH2:20][CH2:21][CH:22]([NH:25][C:32]([c:31]3[cH:30][cH:29][c:28]([C:26]#[N:27])[cH:36][cH:35]3)=[O:33])[CH2:23][CH2:24]2)[CH2:15][CH2:16]1. Procedure details: 4-(4-Chloro-3-chlorosulfonylphenyl-3-methyl-2-methylimino-1,3-thiazolidine-4-ol-hydrobromide. 5.1 g of 4'-chloro-3'-chlorosulfonyl-acetophenone were reacted in the manner described in Example 1a) with 3.2 g bromine in ethyl acetate to yield the 2-bromo-4'-chlorosulfonylacetophenone (melting point: 111° C from chloroform, γC=O 1700 cm-1) which was reacted without further isolation, as described in Example 1b) with 2.1 g of 1.3-dimethylthiourea in 50 ml of acetone. The mixture was stirred for 30 m... The product is BrCC(=O)C1=CC=C(C=C1)S(=O)(=O)Cl (2-bromo-4'-chlorosulfonylacetophenone). Starting materials: Br.ClC1=C(C=C(C=C1)C1(N(C(SC1)=NC)C)O)S(=O)(=O)Cl (4-Chloro-3-chlorosulfonylphenyl-3-methyl-2-methylimino-1,3-thiazolidine-4-ol-hydrobromide), ClC1=C(C=C(C=C1)C(C)=O)S(=O)(=O)Cl (4'-chloro-3'-chlorosulfonyl-acetophenone), BrBr (bromine). RXN SMILES: [BrH:1].Cl[C:3]1[CH:8]=[CH:7][C:6](C2(O)CSC(=NC)N2C)=[CH:5][C:4]=1[S:18]([Cl:21])(=[O:20])=[O:19].ClC1C=C[C:26]([C:29](=[O:31])C)=CC=1S(Cl)(=O)=O.BrBr>C(OCC)(=O)C>[Br:1][CH2:26][C:29]([C:7]1[CH:8]=[CH:3][C:4]([S:18]([Cl:21])(=[O:19])=[O:20])=[CH:5][CH:6]=1)=[O:31] |f:0.1|. Solvent: C(C)(=O)OCC (ethyl acetate). Starting materials: CNCc1cccc(Br)c1, CC1(C)OB(c2cccc(NC(=O)C3CCCN3C(=O)OCc3ccccc3)c2)OC1(C)C, CO, [Na+], O=C([O-])O, CN(C)C=O. The product is CNCc1cccc(-c2cccc(NC(=O)C3CCCN3C(=O)OCc3ccccc3)c2)c1. RXN SMILES: [Br:34][c:35]1[cH:36][c:37]([CH2:38][NH:39][CH3:40])[cH:41][cH:42][cH:43]1.[CH2:1]([c:2]1[cH:3][cH:4][cH:5][cH:6][cH:7]1)[O:8][C:9](=[O:10])[N:11]1[CH:12]([C:16]([NH:17][c:18]2[cH:19][c:20]([B:24]3[O:25][C:26]([CH3:27])([CH3:28])[C:29]([CH3:30])([CH3:31])[O:32]3)[cH:21][cH:22][cH:23]2)=[O:33])[CH2:13][CH2:14][CH2:15]1.[CH3:49][OH:50].[Na+:55].[O-:51][C:52]([OH:53])=[O:54].[O:44]=[CH:45][N:46]([CH3:47])[CH3:48]>>[CH2:1]([c:2]1[cH:3][cH:4][cH:5][cH:6][cH:7]1)[O:8][C:9](=[O:10])[N:11]1[CH:12]([C:16]([NH:17][c:18]2[cH:19][c:20](-[c:35]3[cH:36][c:37]([CH2:38][NH:39][CH3:40])[cH:41][cH:42][cH:43]3)[cH:21][cH:22][cH:23]2)=[O:33])[CH2:13][CH2:14][CH2:15]1. RXN SMILES: Cl[C:2]1[N:7]=[N:6][C:5]([C:8]2[CH:13]=[CH:12][C:11]([O:14][CH3:15])=[CH:10][C:9]=2[O:16][CH2:17][CH:18]([OH:25])[CH2:19][NH:20][C:21]([CH3:24])([CH3:23])[CH3:22])=[CH:4][CH:3]=1.O.[NH2:27][NH2:28]>C(O)C>[C:21]([NH:20][CH2:19][CH:18]([OH:25])[CH2:17][O:16][C:9]1[CH:10]=[C:11]([O:14][CH3:15])[CH:12]=[CH:13][C:8]=1[C:5]1[N:6]=[N:7][C:2]([NH:27][NH2:28])=[CH:3][CH:4]=1)([CH3:24])([CH3:23])[CH3:22] |f:1.2|. Procedure: A stirred mixture of 6-chloro-3-[2-(3-t-butylamino-2-hydroxypropoxy)-4-methoxyphenyl]pyridazine and hydrazine hydrate in ethanol was heated under reflux for 3 hours. Evaporation of the reaction mixture under reduced pressure gave the title compound. Run in C(C)O (ethanol). The product is C(C)(C)(C)NCC(COC1=C(C=CC(=C1)OC)C1=CC=C(N=N1)NN)O (6-[2-(3-t-Butylamino-2-hydroxypropoxy)-4-methoxyphenyl]-3-hydrazinopyridazine). Starting materials: ClC1=CC=C(N=N1)C1=C(C=C(C=C1)OC)OCC(CNC(C)(C)C)O (6-chloro-3-[2-(3-t-butylamino-2-hydroxypropoxy)-4-methoxyphenyl]pyridazine), O.NN (hydrazine hydrate). The reactants are CO, COC(=O)c1cccc([N+](=O)[O-])c1N. Yields the product COC(=O)c1cccc(N)c1N. As a reaction SMILES: [CH3:15][OH:16].[CH3:1][O:2][C:3]([c:4]1[c:5]([NH2:13])[c:6]([N+:10]([O-:11])=[O:12])[cH:7][cH:8][cH:9]1)=[O:14]>>[CH3:1][O:2][C:3]([c:4]1[c:5]([NH2:13])[c:6]([NH2:10])[cH:7][cH:8][cH:9]1)=[O:14].